This data is from the Open Reaction Database (ORD), a public repository of structured organic reaction records. The task is: describe an organic reaction: reactants, conditions, products, and yield The reactants are S(O)(O)(=O)=O (sulfuric acid), [Na] (Sodium), [N+]([O-])([O-])=C (nitronate), [N+](=O)([O-])C(C)[C@H]1[C@@H](C[C@@H]2OC(C[C@@H]21)=O)C ((3aR,4S,5R,6aS)-4-(1-nitroethyl)hexahydro-5-methyl-2H-cyclopenta[b]furan-2-one). The solvent is O (water), C(C)(=O)O (acetic acid), CO (methanol), CO (methanol), CO (methanol). Product: C(C)(=O)[C@H]1[C@@H](C[C@@H]2OC(C[C@@H]21)=O)C ((3aR,4S,-5R,6aS)-4-acetylhexahydro-5-methyl-2H-cyclopenta[b]furan-2-one). RXN SMILES: [Na].[N+]([CH:5]([C@@H:7]1[C@@H:14]2[C@@H:10]([O:11][C:12](=[O:15])[CH2:13]2)[CH2:9][C@H:8]1[CH3:16])[CH3:6])([O-])=O.[N+](=C)([O-])[O-:18].S(=O)(=O)(O)O>CO.O.C(O)(=O)C>[C:5]([C@@H:7]1[C@@H:14]2[C@@H:10]([O:11][C:12](=[O:15])[CH2:13]2)[CH2:9][C@H:8]1[CH3:16])(=[O:18])[CH3:6] |^1:0|. Procedure details: Sodium (1.3 g) was dissolved in methanol (30 mL) and the solution added at 0° to a methanol (40 mL) solution of the crude, optically active (3aR,4S,5R,6aS)-4-(1-nitroethyl)hexahydro-5-methyl-2H-cyclopenta[b]furan-2-one (10.0 g). This nitronate anion solution was added, 30 minutes later and at -30°, to a cold (-30°) solution of concentrated sulfuric acid (6 mL) in methanol (40 mL). The resulting mixture was processed as in Example III, including hydrolysis with acetic acid (8 mL) in water (30 mL)... Reactants: C(CCCC)[C@@H]1CC[C@H](CC1)C1=CC=C(C=C1)B(O)O (4-(trans-4-pentylcyclohexyl)benzeneboronic acid), BrC1=NC=C(C=C1F)Br (2,5-dibromo-3-fluoropyridine). Product: BrC=1C=C(C(=NC1)C1=CC=C(C=C1)[C@@H]1CC[C@H](CC1)CCCCC)F (5-bromo-3-fluoro-2-[4-(trans-4-pentylcyclohexyl)phenyl]pyridine). Reaction SMILES: [CH2:1]([C@H:6]1[CH2:11][CH2:10][C@H:9]([C:12]2[CH:17]=[CH:16][C:15](B(O)O)=[CH:14][CH:13]=2)[CH2:8][CH2:7]1)[CH2:2][CH2:3][CH2:4][CH3:5].Br[C:22]1[C:27]([F:28])=[CH:26][C:25]([Br:29])=[CH:24][N:23]=1>>[Br:29][C:25]1[CH:26]=[C:27]([F:28])[C:22]([C:15]2[CH:14]=[CH:13][C:12]([C@H:9]3[CH2:10][CH2:11][C@H:6]([CH2:1][CH2:2][CH2:3][CH2:4][CH3:5])[CH2:7][CH2:8]3)=[CH:17][CH:16]=2)=[N:23][CH:24]=1. Procedure details: 4-(trans-4-pentylcyclohexyl)benzeneboronic acid and 2,5-dibromo-3-fluoropyridine are reacted analogously to Example 1 to give 5-bromo-3-fluoro-2-[4-(trans-4-pentylcyclohexyl)phenyl]pyridine. ##STR36## The reactants are CO, O=[N+]([O-])c1ccc(N2CCN(C3CC3)CC2)cc1, [H][H], O=C(O)C(F)(F)F. The product is Nc1ccc(N2CCN(C3CC3)CC2)cc1. RXN SMILES: [CH3:28][OH:29].[CH:1]1([N:4]2[CH2:5][CH2:6][N:7]([c:10]3[cH:11][cH:12][c:13]([N+:16]([O-:17])=[O:18])[cH:14][cH:15]3)[CH2:8][CH2:9]2)[CH2:2][CH2:3]1.[H:26][H:27].[OH:19][C:20]([C:21]([F:22])([F:23])[F:24])=[O:25]>>[CH:1]1([N:4]2[CH2:5][CH2:6][N:7]([c:10]3[cH:11][cH:12][c:13]([NH2:16])[cH:14][cH:15]3)[CH2:8][CH2:9]2)[CH2:2][CH2:3]1. Reactants: C1(CC1)COC=1N=C(C(=NC1)C(=O)NC=1C=CC2=C([C@@]3([C@H](S(C(C(=N3)NC(OC(C)(C)C)=O)(C)C)(=O)=O)CCO2)C)C1)C (tert-butyl ((4aR,11bR)-10-(5-(cyclopropylmethoxy)-3-methylpyrazine-2-carboxamido)-3,3,11b-trimethyl-4,4-dioxido-4a,5,6,11b-tetrahydro-3H-benzo[6,7]oxepino[4,5-b][1,4]thiazin-2-yl)carbamate), C(=O)([O-])[O-].[K+].[K+] (K2CO3). The solvent is CN(C)C=O (DMF), O (water). Conditions: temperature 85 celsius. The product is NC1=N[C@]2([C@H](S(C1(C)C)(=O)=O)CCOC1=C2C=C(C=C1)NC(=O)C1=NC=C(N=C1C)OCC1CC1)C (N-((4aR,11bR)-2-amino-3,3,11b-trimethyl-4,4-dioxido-4a,5,6,11b-tetrahydro-3H-benzo[6,7]oxepino[4,5-b][1,4]thiazin-10-yl)-5-(cyclopropylmethoxy)-3-methylpyrazine-2-carboxamide). Isolated yield 68.9%. Reaction SMILES: [CH:1]1([CH2:4][O:5][C:6]2[N:7]=[C:8]([CH3:43])[C:9]([C:12]([NH:14][C:15]3[CH:16]=[CH:17][C:18]4[O:40][CH2:39][CH2:38][C@H:21]5[S:22](=[O:37])(=[O:36])[C:23]([CH3:35])([CH3:34])[C:24]([NH:26]C(=O)OC(C)(C)C)=[N:25][C@:20]5([CH3:41])[C:19]=4[CH:42]=3)=[O:13])=[N:10][CH:11]=2)[CH2:3][CH2:2]1.C([O-])([O-])=O.[K+].[K+]>CN(C=O)C.O>[NH2:26][C:24]1[C:23]([CH3:35])([CH3:34])[S:22](=[O:36])(=[O:37])[C@@H:21]2[CH2:38][CH2:39][O:40][C:18]3[CH:17]=[CH:16][C:15]([NH:14][C:12]([C:9]4[C:8]([CH3:43])=[N:7][C:6]([O:5][CH2:4][CH:1]5[CH2:2][CH2:3]5)=[CH:11][N:10]=4)=[O:13])=[CH:42][C:19]=3[C@@:20]2([CH3:41])[N:25]=1 |f:1.2.3|. Procedure: To a reaction mixture of tert-butyl ((4aR,11bR)-10-(5-(cyclopropylmethoxy)-3-methylpyrazine-2-carboxamido)-3,3,11b-trimethyl-4,4-dioxido-4a,5,6,11b-tetrahydro-3H-benzo[6,7]oxepino[4,5-b][1,4]thiazin-2-yl)carbamate (40 mg, 0.065 mmol) in DMF 1 ml was added K2CO3 (40 mg, 0.29 mmol). It was heated to 85° C. for 3 h. It was cooled to RT, diluted with water, and extracted with EtOAc. The organic phase obtained was concentrated under reduced pressure and the residue was purified by silica gel chromato... Reactants: C(C1=CC=CC=C1)OC1=C(C=CC=C1C)C(O)C1=CC=C(C=C1)OC ((2-benzyloxy-3-methylphenyl)-(4-methoxyphenyl)-methanol), Cl (hydrochloric acid). Reagents/catalysts: [OH-].[Pd+2].[OH-] (palladium hydroxide). Run in CO (methanol). Run at time 18 hour. Yields the product COC1=CC=C(CC2=C(C(=CC=C2)C)O)C=C1 (2-(4-Methoxybenzyl)-6-methylphenol). Isolated yield 92.9%. Reaction SMILES: C([O:8][C:9]1[C:14]([CH3:15])=[CH:13][CH:12]=[CH:11][C:10]=1[CH:16]([C:18]1[CH:23]=[CH:22][C:21]([O:24][CH3:25])=[CH:20][CH:19]=1)O)C1C=CC=CC=1.Cl>CO.[OH-].[Pd+2].[OH-]>[CH3:25][O:24][C:21]1[CH:22]=[CH:23][C:18]([CH2:16][C:10]2[CH:11]=[CH:12][CH:13]=[C:14]([CH3:15])[C:9]=2[OH:8])=[CH:19][CH:20]=1 |f:3.4.5|. Procedure details: To a solution of (2-benzyloxy-3-methylphenyl)-(4-methoxyphenyl)-methanol (2.76 g, 8.25 mmol) in methanol (30 ml), a 20% palladium hydroxide catalyst (276 mg) was added and furthermore concentrated hydrochloric acid (0.27 mL) was added thereto. The mixture was stirred under a hydrogen atmosphere for 18 hours, and then the catalyst was filtered off. The solvent was distilled under reduced pressure, and the obtained residue was purified by silica gel column chromatography [developing solution=ethyl... Run in C(C)OCC (diethyl ether), C(C)N(CC)CC (triethylamine), CN(C=O)C (N,N-dimethylformamide). The yield is 31.6%. The product is N1(CCC1)C(CN1CCN(CC1)C(C1=CC=CC=C1)=O)=O (1-(Azetidin-1-yl)-2-(4-benzoylpiperazin-1-yl)ethanone). The reactants are Cl.N1CCC1 (azetidine hydrochloride), Cl.C(C)N=C=NCCCN(C)C (1-ethyl-3-(3-dimethylaminopropyl)carbodiimide hydrochloride), ON1N=NC2=C1C=CC=C2 (1-hydroxybenzotriazole), C(C1=CC=CC=C1)(=O)N1CCN(CC1)CC(=O)O ((4-benzoylpiperazin-1-yl)acetic acid). Procedure: To (4-benzoylpiperazin-1-yl)acetic acid (2 g) was added N,N-dimethylformamide (80 ml) at room temperature, and then azetidine hydrochloride (1.51 g) and triethylamine (4.49 ml), 1-ethyl-3-(3-dimethylaminopropyl)carbodiimide hydrochloride (3.09 g) and 1-hydroxybenzotriazole (2.18 g) were added thereto in this order, and the mixture was stirred at room temperature for 66 hrs. The reaction mixture was partitioned between ethyl acetate (100 ml) and a saturated aqueous solution of sodium hydrogencarb... Run at time 66 hour. RXN SMILES: [C:1]([N:9]1[CH2:14][CH2:13][N:12]([CH2:15][C:16]([OH:18])=O)[CH2:11][CH2:10]1)(=[O:8])[C:2]1[CH:7]=[CH:6][CH:5]=[CH:4][CH:3]=1.Cl.[NH:20]1[CH2:23][CH2:22][CH2:21]1.Cl.C(N=C=NCCCN(C)C)C.ON1C2C=CC=CC=2N=N1>C(OCC)C.C(N(CC)CC)C.CN(C)C=O>[N:20]1([C:16](=[O:18])[CH2:15][N:12]2[CH2:11][CH2:10][N:9]([C:1](=[O:8])[C:2]3[CH:3]=[CH:4][CH:5]=[CH:6][CH:7]=3)[CH2:14][CH2:13]2)[CH2:23][CH2:22][CH2:21]1 |f:1.2,3.4|. The reactants are C(C1=CC=CC=C1)OC(=O)N1[C@@H](C[C@H](C1)OS(=O)(=O)C)\C=C/C=1C=NC=CC1 ((2S,4R)-1-benzyloxycarbonyl-4-methanesulfonyloxy-2-[(Z)-2-(pyridin-3-yl)vinyl]pyrrolidine), Cl (hydrochloric acid), [H][H] (hydrogen). The reagents and catalysts are [Pd] (palladium on carbon). The solvent is CO (methanol). The product is C(C=C)OC(=O)N1[C@@H](C[C@H](C1)OS(=O)(=O)C)CCC=1C=NC=CC1 ((2R,4R)-1-allyloxycarbonyl-4-methanesulfonyloxy-2-[2-(pyridin-3-yl)ethyl]pyrrolidine). Isolated yield 93.5%. RXN SMILES: [CH2:1]([O:8][C:9]([N:11]1[CH2:15][C@H:14]([O:16][S:17]([CH3:20])(=[O:19])=[O:18])[CH2:13][C@H:12]1/[CH:21]=[CH:22]\[C:23]1[CH:24]=[N:25][CH:26]=[CH:27][CH:28]=1)=[O:10])[C:2]1C=CC=C[CH:3]=1.Cl.[H][H]>[Pd].CO>[CH2:1]([O:8][C:9]([N:11]1[CH2:15][C@H:14]([O:16][S:17]([CH3:20])(=[O:19])=[O:18])[CH2:13][C@H:12]1[CH2:21][CH2:22][C:23]1[CH:24]=[N:25][CH:26]=[CH:27][CH:28]=1)=[O:10])[CH:2]=[CH2:3]. Reported procedure: A solution of (2S,4R)-1-benzyloxycarbonyl-4-methanesulfonyloxy-2-[(Z)-2-(pyridin-3-yl)vinyl]pyrrolidine (4.13 g), conc. hydrochloric acid (1.71 ml), 10% palladium on carbon (50% wet) (2.0 g) in methanol (80 ml) was stirred for 4 hours under atmospheric pressure of hydrogen at ambient temperature. After the catalyst was filtered off, the filtrate was evaporated in vacuo. The resulting residue was dissolved in a mixture of tetrahydrofuran (40 ml) and water (40 ml). To the solution was added dropwi... Starting materials: C1(CC1)N(C(C1=CC=C(C=C1)C1=CN=CO1)=O)C1CCNCC1 (N-Cyclopropyl-4-oxazol-5-yl-N-piperidin-4-yl-benzamide), BrC=1C=C(C(=NC1)F)F (5-bromo-2,3-difluoro-pyridine), C(=O)([O-])[O-].[K+].[K+] (K2CO3). The solvent is CN1C(CCC1)=O (N-methylpyrrolidinone). Product: BrC=1C=C(C(=NC1)N1CCC(CC1)N(C(C1=CC=C(C=C1)C1=CN=CO1)=O)C1CC1)F (N-(5′-Bromo-3′-fluoro-3,4,5,6-tetrahydro-2H-[1,2′]bipyridinyl-4-yl)-N-cyclopropyl-4-oxazol-5-yl-benzamide). RXN SMILES: [CH:1]1([N:4]([CH:18]2[CH2:23][CH2:22][NH:21][CH2:20][CH2:19]2)[C:5](=[O:17])[C:6]2[CH:11]=[CH:10][C:9]([C:12]3[O:16][CH:15]=[N:14][CH:13]=3)=[CH:8][CH:7]=2)[CH2:3][CH2:2]1.[Br:24][C:25]1[CH:26]=[C:27]([F:32])[C:28](F)=[N:29][CH:30]=1.C([O-])([O-])=O.[K+].[K+]>CN1CCCC1=O>[Br:24][C:25]1[CH:26]=[C:27]([F:32])[C:28]([N:21]2[CH2:22][CH2:23][CH:18]([N:4]([CH:1]3[CH2:3][CH2:2]3)[C:5](=[O:17])[C:6]3[CH:7]=[CH:8][C:9]([C:12]4[O:16][CH:15]=[N:14][CH:13]=4)=[CH:10][CH:11]=3)[CH2:19][CH2:20]2)=[N:29][CH:30]=1 |f:2.3.4|. Procedure: The title compound is prepared from N-Cyclopropyl-4-oxazol-5-yl-N-piperidin-4-yl-benzamide and 5-bromo-2,3-difluoro-pyridine following a procedure analogous to that described in Example 61 using K2CO3 as base and N-methylpyrrolidinone as solvent. LC (method 1): tR=1.35 min; Mass spectrum (ESI+): m/z=507 [M+Na]+. Solvent: C(Cl)Cl (CH2Cl2), CO (MeOH), C(Cl)Cl (CH2Cl2). Reported procedure: To a solution of tert-butyl 2-(3-acetyl-1H-indazol-1-yl)acetate (4 g, 12.4 mmol) in CH2Cl2 (45 mL) was added TFA (15 mL, 195.0 mmol), and the reaction mixture was stirred at RT overnight. Then was then diluted with CH2Cl2 and MeOH, and volatiles were evaporated under reduced pressure to afford the title compound: MS: 219 [M+H]+; tR (HPLC conditions d): 2.78 min. The reactants are C(C)(=O)C1=NN(C2=CC=CC=C12)CC(=O)OC(C)(C)C (tert-butyl 2-(3-acetyl-1H-indazol-1-yl)acetate), C(=O)(C(F)(F)F)O (TFA). RXN SMILES: [C:1]([C:4]1[C:12]2[C:7](=[CH:8][CH:9]=[CH:10][CH:11]=2)[N:6]([CH2:13][C:14]([O:16]C(C)(C)C)=[O:15])[N:5]=1)(=[O:3])[CH3:2].C(O)(C(F)(F)F)=O>C(Cl)Cl.CO>[C:1]([C:4]1[C:12]2[C:7](=[CH:8][CH:9]=[CH:10][CH:11]=2)[N:6]([CH2:13][C:14]([OH:16])=[O:15])[N:5]=1)(=[O:3])[CH3:2]. The product is C(C)(=O)C1=NN(C2=CC=CC=C12)CC(=O)O (2-(3-Acetyl-1H-indazol-1-yl)acetic acid). Conditions: time 8 hour. The reactants are FC1=CC=C(C=C1)C(=C(C)C1=NN=NN1C)C1=CC=C(C=C1)F (1,1-bis(4-fluorophenyl)-2-(1-methyl-1H-tetrazol-5-yl)-1-propene), BrN1C(CCC1=O)=O (N-bromosuccinimide), N(=NC(C#N)(C)C)C(C#N)(C)C (azobis isobutyronitrile), C(C1=CC=CC=C1)(=O)OOC(C1=CC=CC=C1)=O (benzoyl peroxide). The solvent is C(Cl)(Cl)(Cl)Cl (carbon tetrachloride). Yields the product FC1=CC=C(C=C1)C(=C(CBr)C1=NN=NN1C)C1=CC=C(C=C1)F (3,3-Bis(4-fluorophenyl)-1-bromo-2-(1-methyl-1H-tetrazol-5-yl)-2-propene). The yield is 93.4%. Reaction SMILES: [F:1][C:2]1[CH:7]=[CH:6][C:5]([C:8]([C:17]2[CH:22]=[CH:21][C:20]([F:23])=[CH:19][CH:18]=2)=[C:9]([C:11]2[N:15]([CH3:16])[N:14]=[N:13][N:12]=2)[CH3:10])=[CH:4][CH:3]=1.[Br:24]N1C(=O)CCC1=O.N(C(C)(C)C#N)=NC(C)(C)C#N.C(OOC(=O)C1C=CC=CC=1)(=O)C1C=CC=CC=1>C(Cl)(Cl)(Cl)Cl>[F:1][C:2]1[CH:7]=[CH:6][C:5]([C:8]([C:17]2[CH:18]=[CH:19][C:20]([F:23])=[CH:21][CH:22]=2)=[C:9]([C:11]2[N:15]([CH3:16])[N:14]=[N:13][N:12]=2)[CH2:10][Br:24])=[CH:4][CH:3]=1. Procedure: A slurry of 1,1-bis(4-fluorophenyl)-2-(1-methyl-1H-tetrazol-5-yl)-1-propene (61.46 g, 0.197 mole) [prepared in Step C], N-bromosuccinimide (35.06 g, 0.197 mole) and catalytic amount of azobis isobutyronitrile or benzoyl peroxide in carbon tetrachloride (1.2 liters) was heated to reflux in an inert atmosphere for a period of 2 hours. The reaction mixture was cooled to ambient temperature and the solid from the reaction was filtered. The filtrate was concentrated under reduced pressure and the sol...